From a dataset of the Open Reaction Database (ORD), a public repository of structured organic reaction records. describe an organic reaction: reactants, conditions, products, and yield The reactants are C(C)(=O)C1=CC=CC=C1 (acetophenone), C1(CCCO1)=O (γ-butyrolactone). The product is OC(C1=CC=CC=C1)(C)C1C(=O)OCC1 (2-(1-hydroxy-1-methyl-1-phenylmethyl)-γ-butyrolactone). RXN SMILES: [C:1]([C:4]1[CH:9]=[CH:8][CH:7]=[CH:6][CH:5]=1)(=[O:3])[CH3:2].[C:10]1(=[O:15])[O:14][CH2:13][CH2:12][CH2:11]1>>[OH:3][C:1]([CH:11]1[CH2:12][CH2:13][O:14][C:10]1=[O:15])([CH3:2])[C:4]1[CH:9]=[CH:8][CH:7]=[CH:6][CH:5]=1. Reported procedure: Using the same procedure as described above, acetophenone is reacted with γ-butyrolactone to produce 2-(1-hydroxy-1-methyl-1-phenylmethyl)-γ-butyrolactone.